This data is from the Open Reaction Database (ORD), a public repository of structured organic reaction records. The task is: describe an organic reaction: reactants, conditions, products, and yield The reactants are C(C)(C)(C)OC(=O)N1[C@@H](CC(C1)=NOC)C(=O)O ((2S,4EZ)-1-(tert-butoxycarbonyl)-4-(methoxyimino)-2-pyrrolidinecarboxylic acid), CC1=C(C=CC=C1)C1=CC=C(C=C1)C(=O)O (2′-methyl[1,1′-biphenyl]-4-carboxylic acid), NCC[C@@H](O)C1=CC=CC=C1 ((1R)-3-amino-1-phenyl-1-propanol). The product is O[C@H](CCNC(=O)[C@H]1N(CC(C1)=NOC)C(=O)C1=CC=C(C=C1)C1=C(C=CC=C1)C)C1=CC=CC=C1 ((2S,4EZ)-N-[(3R)-3-hydroxy-3-phenylpropyl]-4-(methoxyimino)-1-[(2′-methyl[1,1′-biphenyl]-4yl)carbonyl]-2-pyrrolidinecarboxamide). As a reaction SMILES: C(O[C:6]([N:8]1[CH2:12][C:11](=[N:13][O:14][CH3:15])[CH2:10][C@H:9]1[C:16]([OH:18])=O)=[O:7])(C)(C)C.[CH3:19][C:20]1[CH:25]=[CH:24][CH:23]=[CH:22][C:21]=1[C:26]1[CH:31]=[CH:30][C:29](C(O)=O)=[CH:28][CH:27]=1.[NH2:35][CH2:36][CH2:37][C@H:38]([C:40]1[CH:45]=[CH:44][CH:43]=[CH:42][CH:41]=1)[OH:39]>>[OH:39][C@@H:38]([C:40]1[CH:45]=[CH:44][CH:43]=[CH:42][CH:41]=1)[CH2:37][CH2:36][NH:35][C:16]([C@@H:9]1[CH2:10][C:11](=[N:13][O:14][CH3:15])[CH2:12][N:8]1[C:6]([C:29]1[CH:28]=[CH:27][C:26]([C:21]2[CH:22]=[CH:23][CH:24]=[CH:25][C:20]=2[CH3:19])=[CH:31][CH:30]=1)=[O:7])=[O:18]. Procedure: Following the general method as outlined in Example 22, starting from (2S,4EZ)-1-(tert-butoxycarbonyl)-4-(methoxyimino)-2-pyrrolidinecarboxylic acid, 2′-methyl[1,1′-biphenyl]-4-carboxylic acid, and (1R)-3-amino-1-phenyl-1-propanol, the title compound was obtained in 94% purity by HPLC. MS(ESI+): m/z=486. The reactants are Cl (HCl), 3a, N(=O)[O-].[Na+] (NaNO2), O=S(Cl)Cl (SOCl2), FC1=CC(=C(N)C=C1F)[N+](=O)[O-] (4,5-difluoro-2nitroaniline). The reagents and catalysts are Cl[Cu] (CuCl). The solvent is O (water). Yields the product FC1=CC(=C(C=C1F)S(=O)(=O)Cl)[N+](=O)[O-] (4,5-Difluoro-2-nitro-benzenesulfonyl chloride). Yield: 208.0%. Reaction SMILES: [O:1]=[S:2]([Cl:4])Cl.[F:5][C:6]1[C:12]([F:13])=[CH:11][C:9](N)=[C:8]([N+:14]([O-:16])=[O:15])[CH:7]=1.N([O-])=[O:18].[Na+].Cl>O.Cl[Cu]>[F:5][C:6]1[C:12]([F:13])=[CH:11][C:9]([S:2]([Cl:4])(=[O:1])=[O:18])=[C:8]([N+:14]([O-:16])=[O:15])[CH:7]=1 |f:2.3|. Procedure details: In a similar fashion using route 3a general procedure 10, SOCl2 (1.15 ml, 15.7 mmol) in water (6 ml), CuCl (14 mg, 0.14 mmol), 4,5-difluoro-2nitroaniline (500 mg, 2.8 mmol), NaNO2 (285 mg, 7.5 mmol) and conc. HCl (5 ml) gave the title compound (1.5 g) which was used in the next step without further purification. The structure was confirmed by 1H NMR. Starting materials: O1CCOC12CCC(CC2)C=O (1,4-dioxaspiro[4.5]decane-8-carbaldehyde), C(=C)[Mg]Br (vinylmagnesium bromide). Solvent: C1CCOC1 (THF). Reaction conditions: temperature -78 celsius, time 8 hour. Product: O1CCOC12CCC(CC2)C(C=C)O (1-(1,4-dioxaspiro[4.5]decan-8-yl)prop-2-en-1-ol). Reaction SMILES: [O:1]1[C:5]2([CH2:10][CH2:9][CH:8]([CH:11]=[O:12])[CH2:7][CH2:6]2)[O:4][CH2:3][CH2:2]1.[CH:13]([Mg]Br)=[CH2:14]>C1COCC1>[O:1]1[C:5]2([CH2:10][CH2:9][CH:8]([CH:11]([OH:12])[CH:13]=[CH2:14])[CH2:7][CH2:6]2)[O:4][CH2:3][CH2:2]1. Procedure: To a solution of 1,4-dioxaspiro[4.5]decane-8-carbaldehyde (860 mg, 5.05 mmol, prepared as described in Pearson, et al. in J. Org. Chem. 1997, 62(16), 5284-5292) in THF (6 mL) cooled to −78° C. under argon was added a vinylmagnesium bromide (20 mL, 20 mmol, 1 M in THF) dropwise. After the complete addition, the reaction mixture was allowed to reach room temperature overnight. It was then re-cooled to −78° C. and quenched with saturated NaHCO3 solution and warmed to room temperature. After extract... Reactants: CC(N)(Cc1ccccc1)C(=O)NCC(=O)O, Cc1ccccc1, CCC(C)O. Yields the product CC1(Cc2ccccc2)NC(=O)CNC1=O. RXN SMILES: [CH3:1][C:2]([NH2:3])([CH2:4][c:5]1[cH:6][cH:7][cH:8][cH:9][cH:10]1)[C:11](=[O:12])[NH:13][CH2:14][C:15](=[O:16])[OH:17].[CH3:23][c:24]1[cH:25][cH:26][cH:27][cH:28][cH:29]1.[CH:18]([OH:19])([CH2:20][CH3:21])[CH3:22]>>[CH3:1][C:2]1([CH2:4][c:5]2[cH:6][cH:7][cH:8][cH:9][cH:10]2)[NH:3][C:15](=[O:17])[CH2:14][NH:13][C:11]1=[O:12]. The reactants are CCCSc1cccc(O)n1, CS(=O)(=O)Cl, CN(C)C=O, [Na+], [Na+], O=C([O-])[O-]. The product is CCCSc1cccc(OS(C)(=O)=O)n1. As a reaction SMILES: [CH2:1]([CH2:2][CH3:3])[S:4][c:5]1[cH:6][cH:7][cH:8][c:9]([OH:11])[n:10]1.[CH3:18][S:19]([Cl:20])(=[O:21])=[O:22].[CH3:23][N:24]([CH3:25])[CH:26]=[O:27].[Na+:12].[Na+:13].[O-:14][C:15](=[O:16])[O-:17]>>[CH2:1]([CH2:2][CH3:3])[S:4][c:5]1[cH:6][cH:7][cH:8][c:9]([O:11][S:19]([CH3:18])(=[O:21])=[O:22])[n:10]1.